From a dataset of the Open Reaction Database (ORD), a public repository of structured organic reaction records. describe an organic reaction: reactants, conditions, products, and yield Reactants: CO[C@@H]1[C@@H]2C=3C=CC(=CC3CC[C@H]2[C@@H]2CCC([C@@]2(C)C1)=O)O (11β-methoxy-3-hydroxy-estra-1,3,5(10)-trien-17-one), C1(=CC=C(C=C1)S(=O)(=O)O)C (para-toluenesulfonic acid), N1=CC=CC=C1 (pyridine). Run in C1(=CC=CC=C1)C (toluene), O1CCCC1 (tetrahydrofuran), O1CCCC=C1 (dihydropyran), C(C)(=O)OCC (ethyl acetate). The product is CO[C@@H]1[C@@H]2C=3C=CC(=CC3CC[C@H]2[C@@H]2CCC([C@@]2(C)C1)=O)OC1OCCCC1 (11β-methoxy-3-tetrahydropyranyloxy-estra-1,3,5(10)-trien-17-one). RXN SMILES: [CH3:1][O:2][C@H:3]1[CH2:20][C@@:18]2([CH3:19])[C@@H:14]([CH2:15][CH2:16][C:17]2=[O:21])[C@H:13]2[C@H:4]1[C:5]1[CH:6]=[CH:7][C:8]([OH:22])=[CH:9][C:10]=1[CH2:11][CH2:12]2.C1(C)C=CC(S(O)(=O)=[O:30])=CC=1.N1[CH:39]=[CH:38][CH:37]=[CH:36][CH:35]=1>C1(C)C=CC=CC=1.O1CCCC1.O1C=CCCC1.C(OCC)(=O)C>[CH3:1][O:2][C@H:3]1[CH2:20][C@@:18]2([CH3:19])[C@@H:14]([CH2:15][CH2:16][C:17]2=[O:21])[C@H:13]2[C@H:4]1[C:5]1[CH:6]=[CH:7][C:8]([O:22][CH:39]3[CH2:38][CH2:37][CH2:36][CH2:35][O:30]3)=[CH:9][C:10]=1[CH2:11][CH2:12]2. Procedure details: A suspension of 2.0 g of 11β-methoxy-3-hydroxy-estra-1,3,5(10)-trien-17-one in 20 ml of toluene, 5 ml of tetrahydrofuran and 3.0 ml of dihydropyran is stirred with 20 mg of para-toluenesulfonic acid for 24 hours at room temperature. Then, 0.5 ml of pyridine is added, diluted with ethyl acetate, washed with sodium bicarbonate solution as well as with saturated sodium chloride solution, dried on sodium sulfate, concentrated by evaporation in a vacuum and chromatographed on silica gel with hexane/a... Starting materials: C(=O)(C(F)(F)F)OC(=O)C(F)(F)F (TFAA), C(C)(C)(C)OC(CC(=O)C1=CC(=CC=C1)N1C(=NC=C1)C)=O (3-[3-(2-methyl-imidazol-1-yl)-phenyl]-3-oxo-propionic acid tert.-butyl ester). Run in C(=O)(C(F)(F)F)O.CC(=O)C (TFA acetone). The product is CC1(OC(=CC(O1)=O)C1=CC(=CC=C1)N1C(=NC=C1)C)C (2,2-Dimethyl-6-[3-(2-methyl-imidazol-1-yl)-phenyl]-[1,3]dioxin-4-one). RXN SMILES: [C:1]([O:5][C:6](=[O:22])[CH2:7][C:8]([C:10]1[CH:15]=[CH:14][CH:13]=[C:12]([N:16]2[CH:20]=[CH:19][N:18]=[C:17]2[CH3:21])[CH:11]=1)=[O:9])(C)([CH3:3])[CH3:2].C(OC(C(F)(F)F)=O)(C(F)(F)F)=O>C(O)(C(F)(F)F)=O.CC(C)=O>[CH3:2][C:1]1([CH3:3])[O:5][C:6](=[O:22])[CH:7]=[C:8]([C:10]2[CH:15]=[CH:14][CH:13]=[C:12]([N:16]3[CH:20]=[CH:19][N:18]=[C:17]3[CH3:21])[CH:11]=2)[O:9]1 |f:2.3|. Reported procedure: Prepared from 3-[3-(2-methyl-imidazol-1-yl)-phenyl]-3-oxo-propionic acid tert.-butyl ester (Example H8) by stirring in TFA/acetone with TFAA according to general procedure J (method b). Obtained as a beige solid (2.13 g). Yields the product ClC1=CC(=C(C=C1C=1C(N(C2=CC(=NC=C2C1)NC)CC)=O)NC(OC(=C)C)=O)F (prop-1-en-2-yl (4-chloro-5-(1-ethyl-7-(methylamino)-2-oxo-1,2-dihydro-1,6-naphthyridin-3-yl)-2-fluorophenyl)carbamate). As a reaction SMILES: [NH2:1][C:2]1[C:3]([F:24])=[CH:4][C:5]([Cl:23])=[C:6]([C:8]2[C:9](=[O:22])[N:10]([CH2:20][CH3:21])[C:11]3[C:16]([CH:17]=2)=[CH:15][N:14]=[C:13]([NH:18][CH3:19])[CH:12]=3)[CH:7]=1.C([O-])(O)=O.[Na+].Cl[C:31]([O:33][C:34]([CH3:36])=[CH2:35])=[O:32]>CCOC(C)=O>[Cl:23][C:5]1[C:6]([C:8]2[C:9](=[O:22])[N:10]([CH2:20][CH3:21])[C:11]3[C:16]([CH:17]=2)=[CH:15][N:14]=[C:13]([NH:18][CH3:19])[CH:12]=3)=[CH:7][C:2]([NH:1][C:31](=[O:32])[O:33][C:34]([CH3:36])=[CH2:35])=[C:3]([F:24])[CH:4]=1 |f:1.2|. Reactants: ClC(=O)OC(=C)C (isopropenyl chloroformate), C(=O)(O)[O-].[Na+] (NaHCO3), ClC(=O)OC(=C)C (isopropenyl chloroformate), NC=1C(=CC(=C(C1)C=1C(N(C2=CC(=NC=C2C1)NC)CC)=O)Cl)F (3-(5-amino-2-chloro-4-fluorophenyl)-1-ethyl-7-(methylamino)-1,6-naphthyridin-2(1H)-one). Yield: 77.5%. Reaction conditions: time 8 hour. The solvent is CCOC(=O)C (EtOAc), CCOC(=O)C (EtOAc). Procedure details: A suspension of Example A5 (0.154 g, 0.444 mmol) in EtOAc (2.5 mL) was treated with satd. NaHCO3 (2.5 mL) and isopropenyl chloroformate (0.046 mL, 0.422 mmol) and the biphasic mixture stirred vigorously at RT for 3.5 h. Additional isopropenyl chloroformate (20 μL) was added and the mixture was stirred at RT overnight. The mixture was diluted with additional EtOAc and satd. NaHCO3 and the layers separated. The organic layer was washed with brine, dried over MgSO4 and concentrated to dryness. The ...